From a dataset of the Open Reaction Database (ORD), a public repository of structured organic reaction records. describe an organic reaction: reactants, conditions, products, and yield Starting materials: O=C(O)c1cccc(OCc2sc3ccccc3c2Cl)c1C(=O)O, Cl, NC1CCC(=O)NC1=O, c1ccncc1. Product: O=C1CCC(N2C(=O)c3cccc(OCc4sc5ccccc5c4Cl)c3C2=O)C(=O)N1. As a reaction SMILES: [Cl:1][c:2]1[c:3]2[c:4]([s:5][c:6]1[CH2:7][O:8][c:9]1[c:10]([C:18](=[O:19])[OH:20])[c:11]([C:12](=[O:13])[OH:14])[cH:15][cH:16][cH:17]1)[cH:21][cH:22][cH:23][cH:24]2.[ClH:25].[NH2:26][CH:27]1[C:28](=[O:29])[NH:30][C:31](=[O:34])[CH2:32][CH2:33]1.[cH:35]1[cH:36][cH:37][n:38][cH:39][cH:40]1>>[Cl:1][c:2]1[c:3]2[c:4]([s:5][c:6]1[CH2:7][O:8][c:9]1[c:10]3[c:11]([cH:15][cH:16][cH:17]1)[C:12](=[O:13])[N:26]([CH:27]1[C:28](=[O:29])[NH:30][C:31](=[O:34])[CH2:32][CH2:33]1)[C:18]3=[O:20])[cH:21][cH:22][cH:23][cH:24]2. Starting materials: N1=CC(=CC=C1)C=O (pyridine-3-aldehyde), NN (hydrazine). Run in CO (methanol). Reaction conditions: time 1 hour. Product: N1=CC(=CC=C1)CNN (Pyridin-3-ylmethyl-hydrazine). As a reaction SMILES: [N:1]1[CH:6]=[CH:5][CH:4]=[C:3]([CH:7]=O)[CH:2]=1.[NH2:9][NH2:10]>CO>[N:1]1[CH:6]=[CH:5][CH:4]=[C:3]([CH2:7][NH:9][NH2:10])[CH:2]=1. Procedure details: To a solution of pyridine-3-aldehyde (5 g, 46.7 mmol) in methanol (100 mL) was added hydrazine (1.05 mL, 46.7 mmol). The reaction mixture was stirred at rt for 1 h. After purging with nitrogen, 10% Pd/C (200 mg) was added. The reaction mixture was purged with hydrogen and stirred under hydrogen at rt overnight. Solid material was removed, and the filtrate was concentrated to give a crude Example 85A. This material was used without further purification. Yield: 5.2 g (91%). MS (DCI): m/z 124 (M+H)... Starting materials: C(=C)(C)C1=CC(CC1)O ((+/−)-3-Isopropenyl-cyclopent-2-enol), C(C)(=O)OC=C (vinyl acetate). The solvent is CC(C)(C)OC (MTBE). Reaction conditions: temperature 40 celsius. Product: C(=C)(C)C1=C[C@H](CC1)O ((S)-3-Isopropenyl-cyclopent-2-enol), C(=C)(C)C1=C[C@@H](CC1)OC(C)=O (acetic acid (R)-3-isopropenyl-cyclopent-2-enyl ester). Reaction SMILES: [C:1]([C:4]1[CH2:8][CH2:7][CH:6]([OH:9])[CH:5]=1)([CH3:3])=[CH2:2].[C:10]([O:13][CH:14]=[CH2:15])(=[O:12])[CH3:11]>CC(OC)(C)C>[C:1]([C:4]1[CH2:8][CH2:7][C@H:6]([OH:9])[CH:5]=1)([CH3:3])=[CH2:2].[C:1]([C:4]1[CH2:5][CH2:6][C@@H:14]([O:13][C:10](=[O:12])[CH3:11])[CH:15]=1)([CH3:3])=[CH2:2]. Procedure: Compound (1a*) (63.9 mg, 0.5146 mmol) was dissolved in anhydrous MTBE (1.7 mL) and lipase PS (20 w %, 12.9 mg) and vinyl acetate (31 μL, 0.3363 mmol) were added before the resulting mixture was heated to 40° C. for 18 hours. Solids were removed by filtration and the filtrate concentrated in vacuo. Purification by chromatography (hexane/EtOAc 10/1 to 5/1 to 3/1 to 1/1) using Merck aluminium oxide 90 (0.063-0.200 mm, 70-230 mesh) furnished 25.7 mg of compound 7a as white solid with 40% yield and 4... The reactants are CCBr, CC#N, [K+], [K+], O=C([O-])[O-], OCCCNCc1c2ccccc2cc2ccccc12. The product is CCN(CCCO)Cc1c2ccccc2cc2ccccc12. As a reaction SMILES: [Br:1][CH2:2][CH3:3].[CH3:30][C:31]#[N:32].[K+:24].[K+:25].[O-:26][C:27]([O-:28])=[O:29].[cH:4]1[cH:5][cH:6][cH:7][c:8]2[cH:9][c:10]3[cH:11][cH:12][cH:13][cH:14][c:15]3[c:16]([CH2:18][NH:19][CH2:20][CH2:21][CH2:22][OH:23])[c:17]12>>[CH2:2]([CH3:3])[N:19]([CH2:18][c:16]1[c:15]2[c:10]([cH:9][c:8]3[cH:7][cH:6][cH:5][cH:4][c:17]31)[cH:11][cH:12][cH:13][cH:14]2)[CH2:20][CH2:21][CH2:22][OH:23]. Reactants: OC1=C2C(=NC=C1C(=O)OCC)C(=C(S2)CO)C (Ethyl 7-hydroxy-2-(hydroxymethyl)-3-methylthieno[3,2-b]pyridine-6-carboxylate), ClC1=CC=C(CN)C=C1 (4-chlorobenzylamine). Run in Cl (HCl). Run at temperature 80 celsius. The product is ClC1=CC=C(CNC(=O)C=2C(=C3C(=NC2)C(=C(S3)CO)C)O)C=C1 (N-(4-chlorobenzyl)-7-hydroxy-2-(hydroxymethyl)-3-methylthieno[3,2-b]pyridine-6-carboxamide). Yield: 92.4%. Reaction SMILES: [OH:1][C:2]1[C:7]([C:8]([O:10]CC)=O)=[CH:6][N:5]=[C:4]2[C:13]([CH3:18])=[C:14]([CH2:16][OH:17])[S:15][C:3]=12.[Cl:19][C:20]1[CH:27]=[CH:26][C:23]([CH2:24][NH2:25])=[CH:22][CH:21]=1>Cl>[Cl:19][C:20]1[CH:27]=[CH:26][C:23]([CH2:24][NH:25][C:8]([C:7]2[C:2]([OH:1])=[C:3]3[S:15][C:14]([CH2:16][OH:17])=[C:13]([CH3:18])[C:4]3=[N:5][CH:6]=2)=[O:10])=[CH:22][CH:21]=1. Procedure details: Ethyl 7-hydroxy-2-(hydroxymethyl)-3-methylthieno[3,2-b]pyridine-6-carboxylate (1.27 g, 4.77 mmol) was dissolved in 4-chlorobenzylamine (11.6 mL, 95.4 mmol) and heated to 80° C. for 18 hours. After cooling to room temperature, the mixture was treated with 1 N HCl (100 mL). After chilling in the refrigerator for 2 hrs, the resulting thick precipitate was collected and washed with copious amounts of 1 N HCl until all unreacted 4-chlorobenzylamine had been washed away. The resulting off-white solid ... Product: O=C(Nc1ccc(Cl)cn1)c1ccc(Cl)cc1[N+](=O)[O-]. As a reaction SMILES: [Cl:14][C:15]([C:16]([Cl:17])=[O:18])=[O:19].[Cl:1][c:2]1[cH:3][c:4]([N+:11](=[O:12])[O-:13])[c:5]([C:6](=[O:7])[OH:8])[cH:9][cH:10]1.[Cl:34][CH2:35][Cl:36].[NH2:26][c:27]1[n:28][cH:29][c:30]([Cl:33])[cH:31][cH:32]1.[O:37]=[CH:38][N:39]([CH3:40])[CH3:41].[cH:20]1[cH:21][cH:22][n:23][cH:24][cH:25]1>>[Cl:1][c:2]1[cH:3][c:4]([N+:11](=[O:12])[O-:13])[c:5]([C:6](=[O:8])[NH:26][c:27]2[n:28][cH:29][c:30]([Cl:33])[cH:31][cH:32]2)[cH:9][cH:10]1. The reactants are O=C(Cl)C(=O)Cl, O=C(O)c1ccc(Cl)cc1[N+](=O)[O-], ClCCl, Nc1ccc(Cl)cn1, CN(C)C=O, c1ccncc1.